From a dataset of the Open Reaction Database (ORD), a public repository of structured organic reaction records. describe an organic reaction: reactants, conditions, products, and yield The product is CC(C)(C)OC(=O)N1CC2C(C1)C(c1ccccc1)(c1ccccc1)CCC2(O)c1ccccc1. Reactants: Br[Mg]c1ccccc1, CCOCC, CCOC(C)=O, [Cl-], [NH4+], C1CCOC1, CC(C)(C)OC(=O)N1CC2C(=O)CCC(c3ccccc3)(c3ccccc3)C2C1. RXN SMILES: [Br:1][Mg:2][c:3]1[cH:4][cH:5][cH:6][cH:7][cH:8]1.[CH3:40][CH2:41][O:42][CH2:43][CH3:44].[CH3:50][CH2:51][O:52][C:53](=[O:54])[CH3:55].[Cl-:38].[NH4+:39].[O:45]1[CH2:46][CH2:47][CH2:48][CH2:49]1.[c:9]1([C:15]2([c:32]3[cH:33][cH:34][cH:35][cH:36][cH:37]3)[CH2:16][CH2:17][C:18](=[O:31])[CH:19]3[CH2:20][N:21]([C:24](=[O:25])[O:26][C:27]([CH3:28])([CH3:29])[CH3:30])[CH2:22][CH:23]23)[cH:10][cH:11][cH:12][cH:13][cH:14]1>>[c:3]1([C:18]2([OH:31])[CH2:17][CH2:16][C:15]([c:9]3[cH:10][cH:11][cH:12][cH:13][cH:14]3)([c:32]3[cH:33][cH:34][cH:35][cH:36][cH:37]3)[CH:23]3[CH:19]2[CH2:20][N:21]([C:24](=[O:25])[O:26][C:27]([CH3:28])([CH3:29])[CH3:30])[CH2:22]3)[cH:4][cH:5][cH:6][cH:7][cH:8]1. The reactants are O=C(OOC(=O)c1ccccc1)c1ccccc1, O=C1CCC(=O)N1Cl, Cc1c(Cl)ccc(S(=O)(=O)Cl)c1Cl, ClC(Cl)C(Cl)Cl, O. Product: O=S(=O)(Cl)c1ccc(Cl)c(CCl)c1Cl. RXN SMILES: [C:9]([O:10][O:11][C:12](=[O:13])[c:14]1[cH:15][cH:16][cH:17][cH:18][cH:19]1)(=[O:20])[c:21]1[cH:22][cH:23][cH:24][cH:25][cH:26]1.[Cl:1][N:2]1[C:3](=[O:4])[CH2:5][CH2:6][C:7]1=[O:8].[Cl:27][c:28]1[c:29]([S:36](=[O:37])(=[O:38])[Cl:39])[cH:30][cH:31][c:32]([Cl:35])[c:33]1[CH3:34].[Cl:41][CH:42]([CH:43]([Cl:44])[Cl:45])[Cl:46].[OH2:40]>>[Cl:1][CH2:34][c:33]1[c:28]([Cl:27])[c:29]([S:36](=[O:37])(=[O:38])[Cl:39])[cH:30][cH:31][c:32]1[Cl:35]. Reactants: Cc1ccccc1, CC(C)(C=O)C1CCCCC1, NC(=O)c1ccc(Cl)cc1, Cc1ccc(S(=O)(=O)O)cc1, c1ccc2[nH]nnc2c1. Product: CC(C)(C1CCCCC1)C(NC(=O)c1ccc(Cl)cc1)n1nnc2ccccc21. Reaction SMILES: [CH3:42][c:43]1[cH:44][cH:45][cH:46][cH:47][cH:48]1.[CH:11]1([C:17]([CH:18]=[O:19])([CH3:20])[CH3:21])[CH2:12][CH2:13][CH2:14][CH2:15][CH2:16]1.[Cl:1][c:2]1[cH:3][cH:4][c:5]([C:6](=[O:7])[NH2:8])[cH:9][cH:10]1.[c:31]1([CH3:32])[cH:33][cH:34][c:35]([S:36]([OH:37])(=[O:38])=[O:39])[cH:40][cH:41]1.[nH:22]1[n:23][n:24][c:25]2[c:26]1[cH:27][cH:28][cH:29][cH:30]2>>[Cl:1][c:2]1[cH:3][cH:4][c:5]([C:6](=[O:7])[NH:8][CH:18]([C:17]([CH:11]2[CH2:12][CH2:13][CH2:14][CH2:15][CH2:16]2)([CH3:20])[CH3:21])[n:22]2[n:23][n:24][c:25]3[c:26]2[cH:27][cH:28][cH:29][cH:30]3)[cH:9][cH:10]1. Run at time 10 minute. Yields the product CN1CCN(CC1)[C@H]1CC[C@H](CC1)N1N=C(C=2C1=NC=NC2N)C=2C=NC(=CC2)OC2=CC=CC=C2 (cis-1-[4-(4-methylpiperazino)cyclohexyl]-3-(6-phenoxy-3-pyridyl)-1H-pyrazolo[3,4-d]pyrimidin-4-amine). The solvent is ClCCCl (1,2-dichloroethane). The reactants are C(C)(=O)O[BH-](OC(C)=O)OC(C)=O.[Na+] (sodium triacetoxyborohydride), NC1=C2C(=NC=N1)N(N=C2C=2C=NC(=CC2)OC2=CC=CC=C2)C2CCC(CC2)=O (4-[4-amino-3-(6-phenoxy-3-pyridyl)-1H-pyrazolo[3,4-d]pyrimidin-1-yl]-1-cyclo-hexanone), CN1CCNCC1 (N-methylpiperazine), C(C)(=O)O (acetic acid), C(C)(=O)O[BH-](OC(C)=O)OC(C)=O.[Na+] (sodium triacetoxyborohydride). RXN SMILES: [NH2:1][C:2]1[N:7]=[CH:6][N:5]=[C:4]2[N:8]([CH:24]3[CH2:29][CH2:28][C:27](=O)[CH2:26][CH2:25]3)[N:9]=[C:10]([C:11]3[CH:12]=[N:13][C:14]([O:17][C:18]4[CH:23]=[CH:22][CH:21]=[CH:20][CH:19]=4)=[CH:15][CH:16]=3)[C:3]=12.[CH3:31][N:32]1[CH2:37][CH2:36][NH:35][CH2:34][CH2:33]1.C(O)(=O)C.C(O[BH-](OC(=O)C)OC(=O)C)(=O)C.[Na+]>ClCCCl>[CH3:31][N:32]1[CH2:37][CH2:36][N:35]([C@@H:27]2[CH2:26][CH2:25][C@H:24]([N:8]3[C:4]4=[N:5][CH:6]=[N:7][C:2]([NH2:1])=[C:3]4[C:10]([C:11]4[CH:12]=[N:13][C:14]([O:17][C:18]5[CH:19]=[CH:20][CH:21]=[CH:22][CH:23]=5)=[CH:15][CH:16]=4)=[N:9]3)[CH2:29][CH2:28]2)[CH2:34][CH2:33]1 |f:3.4|. Reported procedure: A mixture of 4-[4-amino-3-(6-phenoxy-3-pyridyl)-1H-pyrazolo[3,4-d]pyrimidin-1-yl]-1-cyclo-hexanone (Intermediate AI) (0.90 g, 0.0022 mol), N-methylpiperazine (0.676 g, 0.0067 mol) and acetic acid (0.405 g, 0.0067 mol) in 1,2-dichloroethane (40 mL) was stirred for 10 min and sodium triacetoxyborohydride (0.62 g, 0.0029 mol) was added at once. The mixture was stirred at ambient temperature under an atmosphere of nitrogen for 24 hours and sodium triacetoxyborohydride (0.30 g, 0.0014 mol) was added.... Starting materials: COC=1C=C(C=CC1OC)C1CNCC2=CC(=CC=C12)C (4-(3,4-dimethoxyphenyl)-7-methyl-1,2,3,4-tetrahydroisoquinoline), Br (hydrobromic acid). Product: Br.OC=1C=C(C=CC1O)C1CNCC2=CC(=CC=C12)C (4-(3,4-dihydroxyphenyl)-7-methyl-1,2,3,4-tetrahydroisoquinoline, hydrobromide). RXN SMILES: C[O:2][C:3]1[CH:4]=[C:5]([CH:11]2[C:20]3[C:15](=[CH:16][C:17]([CH3:21])=[CH:18][CH:19]=3)[CH2:14][NH:13][CH2:12]2)[CH:6]=[CH:7][C:8]=1[O:9]C.[BrH:22]>>[BrH:22].[OH:2][C:3]1[CH:4]=[C:5]([CH:11]2[C:20]3[C:15](=[CH:16][C:17]([CH3:21])=[CH:18][CH:19]=3)[CH2:14][NH:13][CH2:12]2)[CH:6]=[CH:7][C:8]=1[OH:9] |f:2.3|. Procedure: 850 mg of 4-(3,4-dimethoxyphenyl)-7-methyl-1,2,3,4-tetrahydroisoquinoline was dissolved in 17 ml of 48% hydrobromic acid, and the mixture was heated under reflux under an argon gas stream for 3 hours. The reaction solution was cooled, and the crystals obtained were collected by filtration, giving 620 mg of 4-(3,4-dihydroxyphenyl)-7-methyl-1,2,3,4-tetrahydroisoquinoline, hydrobromide. Starting materials: [Al+3], C1CCOC1, CO, CCOC(=O)c1sc(-c2cn(CC3CCCCC3)c3c(OC)cccc23)nc1C, ClCCl, [H-], [H-], [H-], [H-], [Li+]. Yields the product COc1cccc2c(-c3nc(C)c(CO)s3)cn(CC3CCCCC3)c12. Reaction SMILES: [Al+3:31].[CH2:38]1[O:39][CH2:40][CH2:41][CH2:42]1.[CH3:36][OH:37].[CH:1]1([CH2:7][n:8]2[cH:9][c:10](-[c:19]3[s:20][c:21]([C:25](=[O:26])[O:27][CH2:28][CH3:29])[c:22]([CH3:24])[n:23]3)[c:11]3[cH:12][cH:13][cH:14][c:15]([O:17][CH3:18])[c:16]23)[CH2:2][CH2:3][CH2:4][CH2:5][CH2:6]1.[Cl:43][CH2:44][Cl:45].[H-:30].[H-:33].[H-:34].[H-:35].[Li+:32]>>[CH:1]1([CH2:7][n:8]2[cH:9][c:10](-[c:19]3[s:20][c:21]([CH2:25][OH:26])[c:22]([CH3:24])[n:23]3)[c:11]3[cH:12][cH:13][cH:14][c:15]([O:17][CH3:18])[c:16]23)[CH2:2][CH2:3][CH2:4][CH2:5][CH2:6]1.